This data is from the Open Reaction Database (ORD), a public repository of structured organic reaction records. The task is: describe an organic reaction: reactants, conditions, products, and yield Starting materials: Cl (HCl), C(=O)(O)[O-].[Na+] (NaHCO3), C(C)(=O)O.C(C)(=O)O.IC1=CC=CC=C1 (iodobenzene diacetate), [OH-].[K+] (KOH), C(C1=CC=CC=C1)C1=C(C(=C(N=N1)N1C[C@H](N(CC1)C1=NC=C(N=C1)C(C)=O)C)C)C (1-[(R)-4-(6-benzyl-4,5-dimethyl-pyridazin-3-yl)2-methyl-3,4,5,6-tetrahydro-2H-[1,2′]bipyrazinyl-5′-yl)-ethanone). The solvent is O (water), CO (CH3OH), CO (CH3OH). Conditions: time 8 hour. The product is C(C1=CC=CC=C1)C1=C(C(=C(N=N1)N1C[C@H](N(CC1)C1=NC=C(N=C1)C(CO)=O)C)C)C (1-[(R)-4-(6-Benzyl-4,5-dimethyl-pyridazin-3-yl)-2-methyl-3,4,5,6-tetrahydro-2H-[1,2′]bipyrazinyl-5′-yl)-2-hydroxy-ethanone). Yield: 55.5%. Reaction SMILES: [OH-].[K+].[CH2:3]([C:10]1[N:15]=[N:14][C:13]([N:16]2[CH2:21][CH2:20][N:19]([C:22]3[CH:27]=[N:26][C:25]([C:28](=[O:30])[CH3:29])=[CH:24][N:23]=3)[C@H:18]([CH3:31])[CH2:17]2)=[C:12]([CH3:32])[C:11]=1[CH3:33])[C:4]1[CH:9]=[CH:8][CH:7]=[CH:6][CH:5]=1.C(O)(=[O:36])C.C(O)(=O)C.IC1C=CC=CC=1.Cl.C([O-])(O)=O.[Na+]>CO.O>[CH2:3]([C:10]1[N:15]=[N:14][C:13]([N:16]2[CH2:21][CH2:20][N:19]([C:22]3[CH:27]=[N:26][C:25]([C:28](=[O:30])[CH2:29][OH:36])=[CH:24][N:23]=3)[C@H:18]([CH3:31])[CH2:17]2)=[C:12]([CH3:32])[C:11]=1[CH3:33])[C:4]1[CH:9]=[CH:8][CH:7]=[CH:6][CH:5]=1 |f:0.1,3.4.5,7.8|. Procedure: To a solution of KOH (224 mg, 4.0 mmol) and CH3OH (10 mL) is added 1-[(R)-4-(6-benzyl-4,5-dimethyl-pyridazin-3-yl)2-methyl-3,4,5,6-tetrahydro-2H-[1,2′]bipyrazinyl-5′-yl)-ethanone (400 mg, 1.0 mmol) in CH3OH (10 mL) and then iodobenzene diacetate (464 mg, 1.5 mmole) in portions at 0° C. The mixture is stirred at room temperature overnight. The solvent is removed and then extracted with DCM. The organic layer is washed with aqueous NH4Cl and afterwards concentrated to yield crude example 112. This... Starting materials: C, CC(C)(C)OC(=O)N1CC(=O)C1, CN, CO, Cl, [Pd]. Yields the product CNC1CN(C(=O)OC(C)(C)C)C1. As a reaction SMILES: [C:18].[C:1](=[O:2])([O:3][C:4]([CH3:5])([CH3:6])[CH3:7])[N:8]1[CH2:9][C:10](=[O:12])[CH2:11]1.[CH3:14][NH2:15].[CH3:16][OH:17].[ClH:13].[Pd:19]>>[C:1](=[O:2])([O:3][C:4]([CH3:5])([CH3:6])[CH3:7])[N:8]1[CH2:9][CH:10]([NH:15][CH3:14])[CH2:11]1. Starting materials: [F-].C(CCC)[N+](CCCC)(CCCC)CCCC (tetrabutylammonium fluoride), BrC=1C=C(OC2COCCC2)C=CC1 (3-(3-bromophenoxy)tetrahydropyran), C1(=CC=CC=C1)P(C1=CC=CC=C1)C1=CC=CC=C1 (triphenylphosphine), C[Si](C)(C)C#C (trimethylsilylacetylene). The reagents and catalysts are [Cu]I (copper(I) iodide), Cl[Pd]([P](C1=CC=CC=C1)(C2=CC=CC=C2)C3=CC=CC=C3)([P](C4=CC=CC=C4)(C5=CC=CC=C5)C6=CC=CC=C6)Cl (bis(triphenylphosphine)palladium(II) dichloride). Run in C(C)N(CC)CC (triethylamine), C1CCOC1 (THF), O (water). Conditions: temperature 85 celsius, time 3 hour. The product is C(#C)C=1C=C(OC2COCCC2)C=CC1 (3-(3-ethynylphenoxy)tetrahydropyran). RXN SMILES: Br[C:2]1[CH:3]=[C:4]([CH:12]=[CH:13][CH:14]=1)[O:5][CH:6]1[CH2:11][CH2:10][CH2:9][O:8][CH2:7]1.[C:15]1(P(C2C=CC=CC=2)C2C=CC=CC=2)C=CC=C[CH:16]=1.C[Si](C#C)(C)C.[F-].C([N+](CCCC)(CCCC)CCCC)CCC>C(N(CC)CC)C.C1COCC1.O.[Cu]I.Cl[Pd](Cl)([P](C1C=CC=CC=1)(C1C=CC=CC=1)C1C=CC=CC=1)[P](C1C=CC=CC=1)(C1C=CC=CC=1)C1C=CC=CC=1>[C:15]([C:2]1[CH:3]=[C:4]([CH:12]=[CH:13][CH:14]=1)[O:5][CH:6]1[CH2:11][CH2:10][CH2:9][O:8][CH2:7]1)#[CH:16] |f:3.4,^1:75,94|. Procedure details: To a well degassed solution of 3-(3-bromophenoxy)tetrahydropyran (5.14 g), triphenylphosphine (204 mg), copper(I) iodide (38 mg) and bis(triphenylphosphine)palladium(II) dichloride (3.93 g) in triethylamine (40 ml), maintained under argon atmosphere, trimethylsilylacetylene is added and the mixture is stirred at 85° C. for 3 h. The precipitated ammonium salts was removed by filtration and the filtrate was evaporated to dryness. This affords a yellowish oil which is dissolved in 30 ml of THF cont... Yields the product CC1=NC2=CC(=CC(=C2C=C1)OCCN1CCC(CC1)CC=1C=CC2=C(NC(CO2)=O)C1)C#N (2-Methyl-5-{2-[4-(3-oxo-3,4-dihydro-2H-benzo[1,4]oxazin-6-ylmethyl)-piperidin-1-yl]-ethoxy}-quinoline-7-carbonitrile). Reaction conditions: temperature 90 celsius, time 18 hour. As a reaction SMILES: I[C:2]1[CH:11]=[C:10]2[C:5]([CH:6]=[CH:7][C:8]([CH3:12])=[N:9]2)=[C:4]([O:13][CH2:14][CH2:15][N:16]2[CH2:21][CH2:20][CH:19]([CH2:22][C:23]3[CH:24]=[CH:25][C:26]4[O:31][CH2:30][C:29](=[O:32])[NH:28][C:27]=4[CH:33]=3)[CH2:18][CH2:17]2)[CH:3]=1.[Cu][C:35]#[N:36]>>[CH3:12][C:8]1[CH:7]=[CH:6][C:5]2[C:10](=[CH:11][C:2]([C:35]#[N:36])=[CH:3][C:4]=2[O:13][CH2:14][CH2:15][N:16]2[CH2:17][CH2:18][CH:19]([CH2:22][C:23]3[CH:24]=[CH:25][C:26]4[O:31][CH2:30][C:29](=[O:32])[NH:28][C:27]=4[CH:33]=3)[CH2:20][CH2:21]2)[N:9]=1. The yield is 23.5%. Procedure details: A mixture of 6-{1-[2-(7-Iodo-2-methyl-quinolin-5-yloxy)-ethyl]-piperidin-4-ylmethyl}-4H-benzo[1,4]oxazin-3-one (155 mg, 0.28 mmol) and copper (I) cyanide (50 mg, 0.56 mmol) in N-methylpyrrolidinione (2 mL) was stirred at 90° C. for 18 hrs. Upon cooling to room temperature the reaction mixture was partitioned between dichloromethane (5 mL) and ammonia (0.880, 5 mL). The organic layer was separated and applied directly to a 10 g pre-packed silica column eluting with 0-20% methanol in ethyl acetate... Reactants: IC1=CC(=C2C=CC(=NC2=C1)C)OCCN1CCC(CC1)CC=1C=CC2=C(NC(CO2)=O)C1 (6-{1-[2-(7-Iodo-2-methyl-quinolin-5-yloxy)-ethyl]-piperidin-4-ylmethyl}-4H-benzo[1,4]oxazin-3-one), [Cu]C#N (copper (I) cyanide). The reactants are CC(=O)O, Clc1nccc2cc[nH]c12, [H-], [Na+], CN(C)C=O. Product: Cn1ccc2ccnc(Cl)c21. RXN SMILES: [CH3:13][C:14](=[O:15])[OH:16].[Cl:1][c:2]1[n:3][cH:4][cH:5][c:6]2[c:7]1[nH:8][cH:9][cH:10]2.[H-:12].[Na+:11].[O:17]=[CH:18][N:19]([CH3:20])[CH3:21]>>[Cl:1][c:2]1[n:3][cH:4][cH:5][c:6]2[c:7]1[n:8]([CH3:13])[cH:9][cH:10]2. Starting materials: C(C)NC(NC1=CC=C(C=C1)C=1N=C(C2=C(N1)CN(CC2)C2=NC(=CC(=N2)C(=O)OC)C)N2CCOCC2)=O (methyl 2-(2-(4-(3-ethylureido)-phenyl)-4-morpholino-5,6-dihydropyrido[3,4-d]pyrimidin-7(8H)-yl)-6-methylpyrimidine-4-carboxylate), [OH-].[Na+] (NaOH), Cl (HCl). The solvent is CO (MeOH). Product: C(C)NC(NC1=CC=C(C=C1)C=1N=C(C2=C(N1)CN(CC2)C2=NC(=CC(=N2)C(=O)O)C)N2CCOCC2)=O (2-(2-(4-(3-ethyl-ureido)phenyl)-4-morpholino-5,6-dihydropyrido[3,4-d]pyrimidin-7(8H)-yl)-6-methylpyrimidine-4-carboxylic acid). The yield is 39.0%. Reaction SMILES: [CH2:1]([NH:3][C:4](=[O:39])[NH:5][C:6]1[CH:11]=[CH:10][C:9]([C:12]2[N:13]=[C:14]([N:33]3[CH2:38][CH2:37][O:36][CH2:35][CH2:34]3)[C:15]3[CH2:21][CH2:20][N:19]([C:22]4[N:27]=[C:26]([C:28]([O:30]C)=[O:29])[CH:25]=[C:24]([CH3:32])[N:23]=4)[CH2:18][C:16]=3[N:17]=2)=[CH:8][CH:7]=1)[CH3:2].[OH-].[Na+].Cl>CO>[CH2:1]([NH:3][C:4](=[O:39])[NH:5][C:6]1[CH:7]=[CH:8][C:9]([C:12]2[N:13]=[C:14]([N:33]3[CH2:34][CH2:35][O:36][CH2:37][CH2:38]3)[C:15]3[CH2:21][CH2:20][N:19]([C:22]4[N:27]=[C:26]([C:28]([OH:30])=[O:29])[CH:25]=[C:24]([CH3:32])[N:23]=4)[CH2:18][C:16]=3[N:17]=2)=[CH:10][CH:11]=1)[CH3:2] |f:1.2|. Procedure details: methyl 2-(2-(4-(3-ethylureido)-phenyl)-4-morpholino-5,6-dihydropyrido[3,4-d]pyrimidin-7(8H)-yl)-6-methylpyrimidine-4-carboxylate (yc) (0.25 mmol) in a mixed solvent of NaOH (10%, 5 mL) and MeOH (5 mL) were stirred at room temperature overnight. The mixture was neutralized with diluted HCl to pH=6 and extracted with ethyl acetate thrice. The combined organic phases were dried over Na2SO4 and concentrated to give 50.6 mg of 2-(2-(4-(3-ethyl-ureido)phenyl)-4-morpholino-5,6-dihydropyrido[3,4-d]pyrim... Reactants: C1COCCO1, [Na+], [OH-], O=S(=O)(c1ccccc1)n1ccc2c(-c3nc(N4CCOCC4)c4nc(CN5CC(N6CCOCC6)C5)sc4n3)nccc21. Product: c1cc2[nH]ccc2c(-c2nc(N3CCOCC3)c3nc(CN4CC(N5CCOCC5)C4)sc3n2)n1. As a reaction SMILES: [CH2:47]1[O:48][CH2:49][CH2:50][O:51][CH2:52]1.[Na+:2].[OH-:1].[c:3]1([S:4](=[O:5])(=[O:6])[n:12]2[cH:13][cH:14][c:15]3[c:16](-[c:21]4[n:22][c:23]([N:41]5[CH2:42][CH2:43][O:44][CH2:45][CH2:46]5)[c:24]5[c:25]([n:26]4)[s:27][c:28]([CH2:30][N:31]4[CH2:32][CH:33]([N:35]6[CH2:36][CH2:37][O:38][CH2:39][CH2:40]6)[CH2:34]4)[n:29]5)[n:17][cH:18][cH:19][c:20]23)[cH:7][cH:8][cH:9][cH:10][cH:11]1>>[nH:12]1[cH:13][cH:14][c:15]2[c:16](-[c:21]3[n:22][c:23]([N:41]4[CH2:42][CH2:43][O:44][CH2:45][CH2:46]4)[c:24]4[c:25]([n:26]3)[s:27][c:28]([CH2:30][N:31]3[CH2:32][CH:33]([N:35]5[CH2:36][CH2:37][O:38][CH2:39][CH2:40]5)[CH2:34]3)[n:29]4)[n:17][cH:18][cH:19][c:20]12.